Dataset: the Open Reaction Database (ORD), a public repository of structured organic reaction records. Task: describe an organic reaction: reactants, conditions, products, and yield Reactants: COC1=C(OC2=CC(=NC=C2)N)C=C(C(=C1)NC)[N+](=O)[O-] (4-(2-methoxy-4-(methylamino)-5-nitrophenoxy)pyridin-2-amine), C(C)(=O)Cl (Acetyl chloride), O (water). Run in C(Cl)Cl (methylene chloride). Reaction conditions: time 5 minute. The product is COC1=C(OC2=CC(=NC=C2)NC(C)=O)C=C(C(=C1)NC)[N+](=O)[O-] (N-(4-(2-methoxy-4-(methylamino)-5-nitrophenoxy)pyridin-2-yl)acetamide). As a reaction SMILES: [CH3:1][O:2][C:3]1[CH:16]=[C:15]([NH:17][CH3:18])[C:14]([N+:19]([O-:21])=[O:20])=[CH:13][C:4]=1[O:5][C:6]1[CH:11]=[CH:10][N:9]=[C:8]([NH2:12])[CH:7]=1.[C:22](Cl)(=[O:24])[CH3:23].O>C(Cl)Cl>[CH3:1][O:2][C:3]1[CH:16]=[C:15]([NH:17][CH3:18])[C:14]([N+:19]([O-:21])=[O:20])=[CH:13][C:4]=1[O:5][C:6]1[CH:11]=[CH:10][N:9]=[C:8]([NH:12][C:22](=[O:24])[CH3:23])[CH:7]=1. Procedure: Under a nitrogen atmosphere, 4-(2-methoxy-4-(methylamino)-5-nitrophenoxy)pyridin-2-amine (1 eq) and disopropylethylamine (4 eq) in methylene chloride was brought to 0° C. Acetyl chloride (1.1 eq) was added dropwise and mixture stirred for 5 minutes. Reaction brought to room temperature and water added. Organic layer washed with brine, dried over sodium sulfate and concentrated to yield N-(4-(2-methoxy-4-(methylamino)-5-nitrophenoxy)pyridin-2-yl)acetamide. HPLC=3.21 min; MS: MH+=333. The reactants are ClCCl, CCN1CC(O)(c2cccc(F)c2F)C1, O=C(OO)c1cccc(Cl)c1. Yields the product CC[N+]1([O-])CC(O)(c2cccc(F)c2F)C1. Reaction SMILES: [Cl:27][CH2:28][Cl:29].[F:1][c:2]1[c:3]([C:9]2([OH:15])[CH2:10][N:11]([CH2:13][CH3:14])[CH2:12]2)[cH:4][cH:5][cH:6][c:7]1[F:8].[OH:16][O:17][C:18]([c:19]1[cH:20][c:21]([Cl:22])[cH:23][cH:24][cH:25]1)=[O:26]>>[F:1][c:2]1[c:3]([C:9]2([OH:15])[CH2:10][N+:11]([CH2:13][CH3:14])([O-:16])[CH2:12]2)[cH:4][cH:5][cH:6][c:7]1[F:8]. Reactants: C1CCN2C3=C(C=CC=C13)CCC2=O (2,3,6,7-tetrahydro-1H,5H-pyrido[3,2,1-ij]quinolin-5-one), BrCCCCCC(=O)Cl (6-bromohexanoyl chloride). Yields the product BrCCCCCC(=O)C=1C=C2CCCN3C2=C(C1)CCC3=O (9-(6-Bromohexanoyl)-2,3,6,7-tetrahydro-1H,5H-pyrido[3,2,1-ij]quinolin-5-one). Reaction SMILES: [CH2:1]1[C:10]2[C:5]3=[C:6]([CH2:11][CH2:12][C:13](=[O:14])[N:4]3[CH2:3][CH2:2]1)[CH:7]=[CH:8][CH:9]=2.[Br:15][CH2:16][CH2:17][CH2:18][CH2:19][CH2:20][C:21](Cl)=[O:22]>>[Br:15][CH2:16][CH2:17][CH2:18][CH2:19][CH2:20][C:21]([C:8]1[CH:9]=[C:10]2[C:5]3=[C:6]([CH2:11][CH2:12][C:13](=[O:14])[N:4]3[CH2:3][CH2:2][CH2:1]2)[CH:7]=1)=[O:22]. Procedure details: Using 2,3,6,7-tetrahydro-1H,5H-pyrido[3,2,1-ij]quinolin-5-one and 6-bromohexanoyl chloride according to the same method as that of Reference Example 1, the title compound (3.90 g) was obtained as colorless crystals having a melting point of 52–53° C. Reactants: [H-].[Na+] (sodium hydride), IC=1C=2C(N=CC1)=CNN2 (7-Iodo-2H-pyrazolo[4,3-b]pyridine), IC(C)C (2-iodopropane), NH4HCO3, NH4HCO3. Run in CN(C)C=O (DMF), O.C(C)#N (water acetonitrile), O (water). Run at time 1 hour. Yields the product IC=1C=2C(N=CC1)=CN(N2)C(C)C (7-iodo-2-isopropyl-2H-pyrazolo[4,3-b]pyridine), IC1=C2C(=NC=C1)C=NN2C(C)C (7-iodo-1-isopropyl-1H-pyrazolo[4,3-b]pyridine). Yield: 0.3%. As a reaction SMILES: [I:1][C:2]1[C:3]2[C:4](=[CH:8][NH:9][N:10]=2)[N:5]=[CH:6][CH:7]=1.I[CH:12]([CH3:14])[CH3:13].[H-].[Na+]>CN(C=O)C.O.C(#N)C.O>[I:1][C:2]1[C:3]2[C:4](=[CH:8][N:9]([CH:12]([CH3:14])[CH3:13])[N:10]=2)[N:5]=[CH:6][CH:7]=1.[I:1][C:2]1[CH:7]=[CH:6][N:5]=[C:4]2[CH:8]=[N:9][N:10]([CH:12]([CH3:14])[CH3:13])[C:3]=12 |f:2.3,5.6|. Procedure: 7-Iodo-2H-pyrazolo[4,3-b]pyridine (100 mg, 0.408 mmol), 2-iodopropane (0.049 ml, 0.490 mmol) and sodium hydride (19.59 mg, 0.816 mmol) were combined in DMF (5 mL). The mixture was stirred at room temperature for 1 hour then quenched by the addition of ice. The reaction mixture was purified by preparative HPLC eluting with a gradient of 20-90% 10 mmol NH4HCO3 in 20/80 (v/v) water/acetonitrile in 10 mmol NH4HCO3 in water using a Phenomenex Gemini Prep 5 μm C18, 75×30 mm column to give 7-iodo-2-iso... Starting materials: N#CBr (cyanogen bromide), NC1=C(C(=O)NC2=C(C=C(C(=O)N(C3=C(C=C(C=C3)C)OCCCCCC(=O)N3CCN(CC3)C)C)C=C2)OC)C=CC=C1N (4-(2,3-diaminobenzoyl)amino-3-methoxy-N-methyl-N-[4-methyl-2-[5-(4-methylpiperazin-1-yl)carbonylpent-1-yloxy]phenyl]benzamide), C([O-])(O)=O.[Na+] (sodium bicarbonate). Solvent: O (water). Run at time 2 hour. Yields the product NC1=NC2=C(N1)C=CC=C2C(=O)NC2=C(C=C(C(=O)N(C1=C(C=C(C=C1)C)OCCCCCC(=O)N1CCN(CC1)C)C)C=C2)OC (4-(2-amino-1H-benzimidazol-4-yl)carbonylamino-3-methoxy-N-methyl-N-[4-methyl-2-[5-(4-methylpiperazin-1-yl)carbonylpent-1-yloxy]phenyl]benzamide). Isolated yield 26.6%. RXN SMILES: [NH2:1][C:2]1[C:44]([NH2:45])=[CH:43][CH:42]=[CH:41][C:3]=1[C:4]([NH:6][C:7]1[CH:38]=[CH:37][C:10]([C:11]([N:13]([CH3:36])[C:14]2[CH:19]=[CH:18][C:17]([CH3:20])=[CH:16][C:15]=2[O:21][CH2:22][CH2:23][CH2:24][CH2:25][CH2:26][C:27]([N:29]2[CH2:34][CH2:33][N:32]([CH3:35])[CH2:31][CH2:30]2)=[O:28])=[O:12])=[CH:9][C:8]=1[O:39][CH3:40])=[O:5].[N:46]#[C:47]Br.C(=O)(O)[O-].[Na+]>O>[NH2:46][C:47]1[NH:45][C:44]2[CH:43]=[CH:42][CH:41]=[C:3]([C:4]([NH:6][C:7]3[CH:38]=[CH:37][C:10]([C:11]([N:13]([CH3:36])[C:14]4[CH:19]=[CH:18][C:17]([CH3:20])=[CH:16][C:15]=4[O:21][CH2:22][CH2:23][CH2:24][CH2:25][CH2:26][C:27]([N:29]4[CH2:34][CH2:33][N:32]([CH3:35])[CH2:31][CH2:30]4)=[O:28])=[O:12])=[CH:9][C:8]=3[O:39][CH3:40])=[O:5])[C:2]=2[N:1]=1 |f:2.3|. Procedure details: To a suspension of 4-(2,3-diaminobenzoyl)amino-3-methoxy-N-methyl-N-[4-methyl-2-[5-(4-methylpiperazin-1-yl)carbonylpent-1-yloxy]phenyl]benzamide (242 mg) in water (3 ml) was added cyanogen bromide (46 mg) at ambient temperature. The mixture was stirred at the same temperature for 2 hours and then allowed to stand at the same temperature overnight. To the reaction mixture was added saturated aqueous sodium bicarbonate solution and the solution was extracted with chloroform. The organic layer was ... Isolated yield 84.4%. Reaction SMILES: [NH:1](C(OC(C)(C)C)=O)[C@@H:2]([C:15]([NH:17][C@@H:18]([C:24]([O:26][C:27]([CH3:30])([CH3:29])[CH3:28])=[O:25])[CH2:19][C:20](=[O:23])[O:21][CH3:22])=[O:16])[CH2:3][C:4]1[C:12]2[C:7](=[CH:8][CH:9]=[CH:10][CH:11]=2)[NH:6][C:5]=1[C:13]#[N:14]>C(O)=O>[NH2:1][C@@H:2]([C:15]([NH:17][C@@H:18]([C:24]([O:26][C:27]([CH3:30])([CH3:29])[CH3:28])=[O:25])[CH2:19][C:20](=[O:23])[O:21][CH3:22])=[O:16])[CH2:3][C:4]1[C:12]2[C:7](=[CH:8][CH:9]=[CH:10][CH:11]=2)[NH:6][C:5]=1[C:13]#[N:14]. Starting materials: N([C@H](CC1=C(NC2=CC=CC=C12)C#N)C(=O)N[C@H](CC(OC)=O)C(=O)OC(C)(C)C)C(=O)OC(C)(C)C (Boc-DTrp(2-CN)-DAsp(OMe)-OtBu). Run in C(=O)O (formic acid). Reported procedure: A solution of Boc-DTrp(2-CN)-DAsp(OMe)-OtBu (78 mg, prepared in Example (9-a)) in formic acid (3 mL) was stirred at room temperature for 1 h and evaporated under reduced pressure. The residue was dissolved in ethyl acetate (30 mL), and the solution was washed with sat. aq. NaHCO3 (20 mL×2), dried over MgSO4 and evaporated under reduced pressure to give the product (53 mg). The product is N[C@H](CC1=C(NC2=CC=CC=C12)C#N)C(=O)N[C@H](CC(OC)=O)C(=O)OC(C)(C)C (H-DTrp(2-CN)-DAsp(OMe)-OtBu). Reaction conditions: time 15 minute. The solvent is O1CCCC1 (tetrahydrofuran). Starting materials: C(C)(=O)O[BH-](OC(C)=O)OC(C)=O.[Na+] (sodium triacetoxyborohydride), [Si](C)(C)(C(C)(C)C)O[C@@H]1C(O[C@H]([C@@H]1O[Si](C)(C)C(C)(C)C)N1C(NC(C=C1)=O)=O)[C@@H]([C@H](NCCCNC([C@@H](NC(OCC1=CC=CC=C1)=O)CC(C)C)=O)C(=O)OC(C)(C)C)O (tert-butyl (5S,12S)-12-[(R)-[(3R,4R,5R)-3,4-bis{[tert-butyl(dimethyl)silyl]oxy}-5-(2,4-dioxo -3,4-dihydro-1(2H)-pyrimidinyl)tetrahydro-2-furanyl](hydroxy)methyl]-5-isobutyl-3,6-dioxo-1-phenyl-2-oxa-4,7,11-triazatridecan-13-oate), C(C1=CC=CC=C1)OC(N[C@H](CC(C)C)C(NCCC=O)=O)=O ([(1R)-3-methyl-1-(3-oxo-propylcarbamoyl)butyl]-carbamic acid benzyl ester), C(=O)(OCC1=CC=CC=C1)N[C@H](CC(C)C)C(=O)O (N-CBZ-D-leucine), C([O-])([O-])=O.[Na+].[Na+] (sodium carbonate). Isolated yield 42.0%. Reaction SMILES: [Si:1]([O:8][C@H:9]1[C@@H:13]([O:14][Si:15]([C:18]([CH3:21])([CH3:20])[CH3:19])([CH3:17])[CH3:16])[C@H:12]([N:22]2[CH:27]=[CH:26][C:25](=[O:28])[NH:24][C:23]2=[O:29])[O:11][CH:10]1[C@H:30]([OH:62])[C@@H:31]([C:55]([O:57][C:58]([CH3:61])([CH3:60])[CH3:59])=[O:56])[NH:32][CH2:33][CH2:34][CH2:35][NH:36][C:37](=[O:54])[C@H:38]([CH2:50][CH:51]([CH3:53])[CH3:52])[NH:39][C:40](=[O:49])[O:41][CH2:42][C:43]1[CH:48]=[CH:47][CH:46]=[CH:45][CH:44]=1)([C:4]([CH3:7])([CH3:6])[CH3:5])([CH3:3])[CH3:2].[CH2:63](OC(=O)N[C@@H](C(=O)NCCC=O)CC(C)C)[C:64]1[CH:69]=[CH:68][CH:67]=[CH:66][CH:65]=1.[C:86](N[C@@H](C(O)=O)CC(C)C)(OCC1C=CC=CC=1)=[O:87].C(O[BH-](OC(=O)C)OC(=O)C)(=O)C.[Na+].C(=O)([O-])[O-].[Na+].[Na+]>O1CCCC1.C(O)(=O)C>[Si:1]([O:8][C@H:9]1[C@@H:13]([O:14][Si:15]([C:18]([CH3:19])([CH3:21])[CH3:20])([CH3:17])[CH3:16])[C@H:12]([N:22]2[CH:27]=[CH:26][C:25](=[O:28])[N:24]([CH2:63][C:64]3[CH:65]=[CH:66][C:67]([O:87][CH3:86])=[CH:68][CH:69]=3)[C:23]2=[O:29])[O:11][CH:10]1[C@H:30]([OH:62])[C@@H:31]([C:55]([O:57][C:58]([CH3:60])([CH3:59])[CH3:61])=[O:56])[NH:32][CH2:33][CH2:34][CH2:35][NH:36][C:37](=[O:54])[C@@H:38]([CH2:50][CH:51]([CH3:52])[CH3:53])[NH:39][C:40](=[O:49])[O:41][CH2:42][C:43]1[CH:48]=[CH:47][CH:46]=[CH:45][CH:44]=1)([C:4]([CH3:5])([CH3:6])[CH3:7])([CH3:3])[CH3:2] |f:3.4,5.6.7|. Yields the product [Si](C)(C)(C(C)(C)C)O[C@@H]1C(O[C@H]([C@@H]1O[Si](C)(C)C(C)(C)C)N1C(N(C(C=C1)=O)CC1=CC=C(C=C1)OC)=O)[C@@H]([C@H](NCCCNC([C@H](NC(OCC1=CC=CC=C1)=O)CC(C)C)=O)C(=O)OC(C)(C)C)O (tert-butyl (5R,12S)-12-[(R)-[(3R,4R,5R)-3,4-bis{[tert-butyl(dimethyl)silyl]oxy}-5-(3-(4-methoxybenzyl)-2,4-dioxo-3,4-dihydro-1(2H)-pyrimidinyl)tetrahydro-2-furanyl](hydroxy)methyl]-5-isobutyl-3,6-dioxo-1-phenyl-2-oxa-4,7,11-triazatridecan-13-oate). Reported procedure: A solution of tert-butyl (5S,12S)-12-[(R)-[(3R,4R,5R)-3,4-bis{[tert-butyl(dimethyl)silyl]oxy}-5-(2,4-dioxo-3,4-dihydro-1(2H)-pyrimidinyl)tetrahydro-2-furanyl](hydroxy)methyl]-5-isobutyl-3,6-dioxo-1-phenyl-2-oxa-4,7,11-triazatridecan-13-oate (62 mg, 0.086 mmol, obtained from Reference Example 6) and [(1R)-3-methyl-1-(3-oxo-propylcarbamoyl)butyl]-carbamic acid benzyl ester (33 mg, 0.103 mmol, obtained from N-CBZ-D-leucine in an similar manner described in Reference Example 15 and 16) in anhydrous ... The reagents and catalysts are C(C)(=O)O (Acetic acid). The reactants are compound, NCCOCCN1C(=NC=2C(=NC=3C=CC=CC3C21)N)CC (1-[2-(2-aminoethoxy)ethyl]-2-ethyl-1H-imidazo[4,5-c]quinolin-4-amine), C1(=CC=CC=C1)N=C=O (phenyl isocyanate). Run in C(Cl)Cl (CH2Cl2). Conditions: time 18 hour. Product: NC1=NC=2C=CC=CC2C2=C1N=C(N2CCOCCNC(=O)NC2=CC=CC=C2)CC (N-{2-[2-(4-amino-2-ethyl-1H-imidazo[4,5-c]quinolin-1-yl)ethoxy]ethyl}-N′-phenylurea). Isolated yield 50.0%. As a reaction SMILES: [NH2:1][CH2:2][CH2:3][O:4][CH2:5][CH2:6][N:7]1[C:19]2[C:18]3[CH:17]=[CH:16][CH:15]=[CH:14][C:13]=3[N:12]=[C:11]([NH2:20])[C:10]=2[N:9]=[C:8]1[CH2:21][CH3:22].[C:23]1([N:29]=[C:30]=[O:31])[CH:28]=[CH:27][CH:26]=[CH:25][CH:24]=1>C(Cl)Cl>[NH2:20][C:11]1[C:10]2[N:9]=[C:8]([CH2:21][CH3:22])[N:7]([CH2:6][CH2:5][O:4][CH2:3][CH2:2][NH:1][C:30]([NH:29][C:23]3[CH:28]=[CH:27][CH:26]=[CH:25][CH:24]=3)=[O:31])[C:19]=2[C:18]2[CH:17]=[CH:16][CH:15]=[CH:14][C:13]=2[N:12]=1. Reported procedure: A solution of the compound of Example 46, 1-[2-(2-aminoethoxy)ethyl]-2-ethyl-1H-imidazo[4,5-c]quinolin-4-amine (800 mg, 2.67 mmol) in 30 mL of CH2Cl2 was stirred vigorously and treated with phenyl isocyanate (0.290 mL, 2.67 mmol). After 18 h, the reaction was concentrated to yield an off white solid. Purification by column chromatography (SiO2, 95:5:0.5 CHCl3:MeOH:NH4OH) gave 559 mg of N-{2-[2-(4-amino-2-ethyl-1H-imidazo[4,5-c]quinolin-1-yl)ethoxy]ethyl}-N′-phenylurea as a white solid. The reactants are BrC=1C=C2C=3CC(CCC3N(C2=CC1)[Si](C(C)C)(C(C)C)C(C)C)N(C)C (6-bromo-3-(dimethyl)amino-9-triisopropylsilyl-1,2,3,4-tetrahydro-9H-carbazole), C(CCC)[Li] (n-butyllithium), [H-].COCCO[Al+]OCCOC.[Na+].[H-] (sodium bis(2-methoxyethoxy)aluminum hydride), C1(=CC=CC=C1)P(=O)(C1=CC=CC=C1)N=[N+]=[N-] (diphenylphosphoryl azide), [H-] (hydride), C(C)(C)(C)OC(OC(C)(C)C)=O (di-(t-butyl)carbonate). Solvent: O1CCCC1 (tetrahydrofuran), O1CCCC1 (tetrahydrofuran). Run at temperature -70 celsius, time 45 minute. Yields the product C(C)(C)(C)OC(=O)NC=1C=C2C=3CC(CCC3N(C2=CC1)[Si](C)(C)C)N(C)C (6-(t-butoxycarbonyl)amino-3-(dimethyl)amino-9-trimethylsilyl-1,2,3,4-tetrahydro-9H-carbazole). Isolated yield 56.0%. Reaction SMILES: Br[C:2]1[CH:3]=[C:4]2[C:12](=[CH:13][CH:14]=1)[N:11]([Si:15]([CH:22](C)C)([CH:19](C)C)[CH:16](C)C)[C:10]1[CH2:9][CH2:8][CH:7]([N:25]([CH3:27])[CH3:26])[CH2:6][C:5]2=1.C([Li])CCC.C1(P([N:47]=[N+]=[N-])(C2C=CC=CC=2)=O)C=CC=CC=1.[H-].COCCO[Al+]OCCOC.[Na+].[H-].[H-].C(O[C:70](=[O:76])[O:71][C:72]([CH3:75])([CH3:74])[CH3:73])(C)(C)C>O1CCCC1>[C:72]([O:71][C:70]([NH:47][C:2]1[CH:3]=[C:4]2[C:12](=[CH:13][CH:14]=1)[N:11]([Si:15]([CH3:16])([CH3:22])[CH3:19])[C:10]1[CH2:9][CH2:8][CH:7]([N:25]([CH3:27])[CH3:26])[CH2:6][C:5]2=1)=[O:76])([CH3:73])([CH3:74])[CH3:75] |f:3.4.5.6|. Reported procedure: To a solution of 0.898 gm (2.0 mMol) 6-bromo-3-(dimethyl)amino-9-triisopropylsilyl-1,2,3,4-tetrahydro-9H-carbazole in 20 mL tetrahydrofuran at -70° C. were added 1.56 mL (2.2 mMol) n-butyllithium (1.41M in hexane). The solution was allowed to stir at this temperature for 45 minutes and then it was siphoned over 15 minutes into a solution of 0.50 mL (2.3 mMol) diphenylphosphoryl azide in 20 mL tetrahydrofuran at -70° C. The wine red solution was maintained at -70° C. for 2 hours at which point th...